From a dataset of the Open Reaction Database (ORD), a public repository of structured organic reaction records. describe an organic reaction: reactants, conditions, products, and yield Starting materials: C(C)N(C1=C(C=CC(=C1)OC)[C@H]1CC=2C=CC(=CC2CC1)OC(C(C)(C)C)=O)C(C1=CC=C(C=C1)O)=O (pivalic acid (R)-6-{2-[ethyl(4-hydroxybenzoyl)amino]-4-methoxyphenyl}-5,6,7,8-tetrahydronaphthalen-2-yl ester), ClCC(=O)N(C[C@H]1OCCC1)C (2-chloro-N-methyl-N-[(S)-tetrahydrofuran-2-ylmethyl]acetamide). Product: C(C)N(C1=C(C=CC(=C1)OC)[C@H]1CC=2C=CC(=CC2CC1)O)CC1=CC=C(C=C1)OCCN(C[C@H]1OCCC1)C ((R)-6-{2-{Ethyl{4-{2-{methyl[(S)-tetrahydrofuran-2-ylmethyl]amino}ethoxy}benzyl}amino}-4-methoxyphenyl}-5,6,7,8-tetrahydronaphthalen-2-ol). Yield: 79.8%. As a reaction SMILES: [CH2:1]([N:3]([C:29](=O)[C:30]1[CH:35]=[CH:34][C:33]([OH:36])=[CH:32][CH:31]=1)[C:4]1[CH:9]=[C:8]([O:10][CH3:11])[CH:7]=[CH:6][C:5]=1[C@@H:12]1[CH2:21][CH2:20][C:19]2[CH:18]=[C:17]([O:22]C(=O)C(C)(C)C)[CH:16]=[CH:15][C:14]=2[CH2:13]1)[CH3:2].Cl[CH2:39][C:40]([N:42]([CH3:49])[CH2:43][C@@H:44]1[CH2:48][CH2:47][CH2:46][O:45]1)=O>>[CH2:1]([N:3]([CH2:29][C:30]1[CH:31]=[CH:32][C:33]([O:36][CH2:39][CH2:40][N:42]([CH3:49])[CH2:43][C@@H:44]2[CH2:48][CH2:47][CH2:46][O:45]2)=[CH:34][CH:35]=1)[C:4]1[CH:9]=[C:8]([O:10][CH3:11])[CH:7]=[CH:6][C:5]=1[C@@H:12]1[CH2:21][CH2:20][C:19]2[CH:18]=[C:17]([OH:22])[CH:16]=[CH:15][C:14]=2[CH2:13]1)[CH3:2]. Procedure details: Synthesized from pivalic acid (R)-6-{2-[ethyl(4-hydroxybenzoyl)amino]-4-methoxyphenyl}-5,6,7,8-tetrahydronaphthalen-2-yl ester (15 mg) and 2-chloro-N-methyl-N-[(S)-tetrahydrofuran-2-ylmethyl]acetamide (11 mg) according to an analogous synthetic method to Example 404 and purified by LC-MS, the title compound (13 mg) was obtained. Starting materials: C1(=CC=CC=C1)S(=O)(=O)NC1CCN(CC1)CCCC(=O)C1=CC=CC=C1 (4-Benzenesulphonamido-1-(4-phenyl-4-oxobutyl)piperidine), [BH4-].[Na+] (sodium borohydride). The product is C1(=CC=CC=C1)S(=O)(=O)NC1CCN(CC1)CCCC(O)C1=CC=CC=C1 (4-Benzenesulphonamido-1-(4-phenyl-4hydroxybutyl)piperidine). RXN SMILES: [C:1]1([S:7]([NH:10][CH:11]2[CH2:16][CH2:15][N:14]([CH2:17][CH2:18][CH2:19][C:20]([C:22]3[CH:27]=[CH:26][CH:25]=[CH:24][CH:23]=3)=[O:21])[CH2:13][CH2:12]2)(=[O:9])=[O:8])[CH:6]=[CH:5][CH:4]=[CH:3][CH:2]=1.[BH4-].[Na+]>>[C:1]1([S:7]([NH:10][CH:11]2[CH2:12][CH2:13][N:14]([CH2:17][CH2:18][CH2:19][CH:20]([C:22]3[CH:23]=[CH:24][CH:25]=[CH:26][CH:27]=3)[OH:21])[CH2:15][CH2:16]2)(=[O:8])=[O:9])[CH:2]=[CH:3][CH:4]=[CH:5][CH:6]=1 |f:1.2|. Procedure details: 4-Benzenesulphonamido-1-(4-phenyl-4-oxobutyl)piperidine prepared according to Example 2 may be reduced using sodium borohydride to give the title compound. Reactants: C1(=CC=CC=C1)P(C1=CC=CC=C1)C1=CC=CC=C1 (triphenyl phosphine), C(CCC)N(C(CSCCCCCO)=O)C (N-butyl-2-[(5-hydroxypentyl)-thio]-N-methyl acetamide), BrC(Br)(Br)Br (tetrabromo methane). Run in C(Cl)Cl (methylene chloride). Conditions: temperature 0 celsius, time 1 hour. Product: BrCCCCCSCC(=O)N(C)CCCC (2-[(5-bromopentyl)-thio]-N-butyl-N-methyl acetamide). The yield is 93.8%. As a reaction SMILES: C1(P(C2C=CC=CC=2)C2C=CC=CC=2)C=CC=CC=1.[CH2:20]([N:24]([CH3:35])[C:25](=[O:34])[CH2:26][S:27][CH2:28][CH2:29][CH2:30][CH2:31][CH2:32]O)[CH2:21][CH2:22][CH3:23].[Br:36]C(Br)(Br)Br>C(Cl)Cl>[Br:36][CH2:32][CH2:31][CH2:30][CH2:29][CH2:28][S:27][CH2:26][C:25]([N:24]([CH2:20][CH2:21][CH2:22][CH3:23])[CH3:35])=[O:34]. Procedure details: 6.88 g of triphenyl phosphine were added to a solution of 5.27 g of the product of Step B in 52 ml of methylene chloride and the mixture was cooled to 0° C. to +5° C. under a nitrogen atmosphere. 8.68 g of tetrabromo methane were added with stirring for one hour at 0° C. The reaction mixture was chromatographed on silica (eluant: cyclohexane-ethyl acetate 2-1) to obtain 6.2 g of the expected product. Yields the product COC(=O)C1CC(O)C(F)C1. RXN SMILES: [CH:1]12[CH2:2][CH:3]([C:7](=[O:8])[O:9][CH3:10])[CH2:4][CH:5]1[O:6]2.[Cl:18][CH:19]([Cl:20])[CH3:21].[FH:17].[n:11]1[cH:12][cH:13][cH:14][cH:15][cH:16]1>>[CH:1]1([F:17])[CH2:2][CH:3]([C:7](=[O:8])[O:9][CH3:10])[CH2:4][CH:5]1[OH:6]. Reactants: COC(=O)C1CC2OC2C1, CC(Cl)Cl, F, c1ccncc1. Starting materials: N1N=CC=C1 (pyrazole), CSC1=CC=C(C=C1)N1C(O[C@H](C1)COS(=O)(=O)C)=O ((5R)-3-(4-methylthiophenyl)-5-methanesulfonyloxymethyl-oxazolidin-2-one), [H-].[Na+] (Sodium hydride). Run in CN(C=O)C (N,N-dimethylformamide), O (water), CN(C=O)C (N,N-dimethylformamide), CN(C=O)C (N,N-dimethylformamide). Reaction conditions: time 1.5 hour. Yields the product CSC1=CC=C(C=C1)N1C(O[C@H](C1)CN1N=CC=C1)=O ((5R)-3-(4-Methylthiophenyl)-5-(pyrazol-1-ylmethyl)oxazolidin-2-one). The yield is 33.1%. RXN SMILES: [H-].[Na+].[CH3:3][S:4][C:5]1[CH:10]=[CH:9][C:8]([N:11]2[CH2:15][C@H:14]([CH2:16]OS(C)(=O)=O)[O:13][C:12]2=[O:22])=[CH:7][CH:6]=1.[NH:23]1[CH:27]=[CH:26][CH:25]=[N:24]1>CN(C)C=O.O>[CH3:3][S:4][C:5]1[CH:10]=[CH:9][C:8]([N:11]2[CH2:15][C@H:14]([CH2:16][N:23]3[CH:27]=[CH:26][CH:25]=[N:24]3)[O:13][C:12]2=[O:22])=[CH:7][CH:6]=1 |f:0.1|. Procedure details: Sodium hydride (80% in oil, 63 mg, 2.1 mM) was stirred under nitrogen in N,N-dimethylformamide (2 ml), (5R)-3-(4-methylthiophenyl)-5-methanesulfonyloxymethyl-oxazolidin-2-one (630 mg, 2 mM) dissolved in N,N-dimethylformamide (10 ml) added, followed by pyrazole (140 mg, 2 mM) dissolved in N,N-dimethylformamide (2 ml). Stirring was continued for 1.5 hours at ambient temperature. After diluting with water (30 ml) and stirring for 1 hour, the precipitate was filtered to give the desired product (190... Reactants: OC=1C=C(C=CC1)C1=C(C=CC=C1)[N+](=O)[O-] (2-(3-Hydroxyphenyl)nitrobenzene), N1C=NC=C1 (imidazole), [Si](C)(C)(C(C)(C)C)Cl (tert-butyldimethylsilyl chloride). Run in CN(C)C=O (DMF). Conditions: time 0.75 hour. Yields the product [Si](C)(C)(C(C)(C)C)OC=1C=C(C=CC1)C1=C(C=CC=C1)[N+](=O)[O-] (2-(3-tert-Butyldimethylsilyloxyphenyl)nitrobenzene). As a reaction SMILES: [OH:1][C:2]1[CH:3]=[C:4]([C:8]2[CH:13]=[CH:12][CH:11]=[CH:10][C:9]=2[N+:14]([O-:16])=[O:15])[CH:5]=[CH:6][CH:7]=1.N1C=CN=C1.[Si:22](Cl)([C:25]([CH3:28])([CH3:27])[CH3:26])([CH3:24])[CH3:23]>CN(C=O)C>[Si:22]([O:1][C:2]1[CH:3]=[C:4]([C:8]2[CH:13]=[CH:12][CH:11]=[CH:10][C:9]=2[N+:14]([O-:16])=[O:15])[CH:5]=[CH:6][CH:7]=1)([C:25]([CH3:28])([CH3:27])[CH3:26])([CH3:24])[CH3:23]. Procedure: 2-(3-Hydroxyphenyl)nitrobenzene, as described above in Step B, (8.07 g, 37.52 mmol), imidazole (7.66 g, 112.56 mmol) and tert-butyldimethylsilyl chloride (6.22 g, 41.27 mmol) were dissolved in DMF (30 mL) and stirred for 0.75 hour. The DMF was removed in vacuo and the resulting residue was taken up in water and dimethyl ether and extracted with dimethyl ether (3×). The combined organic extracts were dried over Na2SO4, filtered and concentrated in vacuo. The residue was chromatographed on silica ... As a reaction SMILES: [F:1][c:2]1[c:3]([NH:12][C:13](=[O:14])[O:15][C:16]([CH3:17])([CH3:18])[CH3:19])[c:4]2[c:5]([cH:10][cH:11]1)[CH:6]([CH3:9])[NH:7][O:8]2.[OH:20][C:21]([C:22]([F:23])([F:24])[F:25])=[O:26]>>[F:1][c:2]1[c:3]([NH2:12])[c:4]2[c:5]([cH:10][cH:11]1)[CH:6]([CH3:9])[NH:7][O:8]2. Reactants: CC1NOc2c1ccc(F)c2NC(=O)OC(C)(C)C, O=C(O)C(F)(F)F. Yields the product CC1NOc2c1ccc(F)c2N. Reactants: BrC=1C(=C(SC1C)C=O)C (4-bromo-3,5-dimethylthiophene-2-carboxaldehyde), [BH4-].[Na+] (sodium borohydride), ice water. Solvent: C(C)O (ethanol). Conditions: time 30 minute. Product: BrC=1C(=C(SC1C)CO)C (4-bromo-3,5-dimethyl-2-hydroxymethylthiophene). Reaction SMILES: [Br:1][C:2]1[C:3]([CH3:10])=[C:4]([CH:8]=[O:9])[S:5][C:6]=1[CH3:7].[BH4-].[Na+]>C(O)C>[Br:1][C:2]1[C:3]([CH3:10])=[C:4]([CH2:8][OH:9])[S:5][C:6]=1[CH3:7] |f:1.2|. Reported procedure: 11.8 G. of 4-bromo-3,5-dimethylthiophene-2-carboxaldehyde was dissolved in 250 ml. of dry ethanol and stirred at 20° C. 0.52 G. of sodium borohydride was added and the resulting solution was stirred for 30 minutes, then poured into ice water and extracted with ethyl ether. The combined ether extracts were washed with a solution of 5% sodium carbonate and a saturated sodium chloride solution, dried over sodium sulfate, filtered and evaporated. Crystallization from cold hexane yielded 4-bromo-3,5-...